From a dataset of the Open Reaction Database (ORD), a public repository of structured organic reaction records. describe an organic reaction: reactants, conditions, products, and yield The reactants are CN1C(=O)CCC2(C)C1=CCC1C2CCC2(C)C(C(=O)O)CCC12, NC(Cc1ccccc1)c1cccs1. Product: CN1C(=O)CCC2(C)C1=CCC1C2CCC2(C)C(C(=O)NC(Cc3ccccc3)c3cccs3)CCC12. As a reaction SMILES: [CH3:1][N:2]1[C:3]2=[CH:4][CH2:5][CH:6]3[CH:7]4[CH2:8][CH2:9][CH:10]([C:22](=[O:23])[OH:24])[C:11]4([CH3:12])[CH2:13][CH2:14][CH:15]3[C:16]2([CH3:21])[CH2:17][CH2:18][C:19]1=[O:20].[c:25]1([CH2:31][CH:32]([c:33]2[s:34][cH:35][cH:36][cH:37]2)[NH2:38])[cH:26][cH:27][cH:28][cH:29][cH:30]1>>[CH3:1][N:2]1[C:3]2=[CH:4][CH2:5][CH:6]3[CH:7]4[CH2:8][CH2:9][CH:10]([C:22](=[O:23])[NH:38][CH:32]([CH2:31][c:25]5[cH:26][cH:27][cH:28][cH:29][cH:30]5)[c:33]5[s:34][cH:35][cH:36][cH:37]5)[C:11]4([CH3:12])[CH2:13][CH2:14][CH:15]3[C:16]2([CH3:21])[CH2:17][CH2:18][C:19]1=[O:20].